Dataset: the Open Reaction Database (ORD), a public repository of structured organic reaction records. Task: describe an organic reaction: reactants, conditions, products, and yield The reactants are NS(=O)(=O)c1cccc(B(O)O)c1, [Na+], [Na+], O=C([O-])[O-], C1COCCO1, O, CC(C)N1C(=O)N(S(=O)(=O)c2ccccc2)CC1c1cccc(Br)c1. Product: CC(C)N1C(=O)N(S(=O)(=O)c2ccccc2)CC1c1cccc(-c2cccc(S(N)(=O)=O)c2)c1. RXN SMILES: [B:26]([OH:27])([OH:28])[c:29]1[cH:30][c:31]([S:35](=[O:36])(=[O:37])[NH2:38])[cH:32][cH:33][cH:34]1.[Na+:39].[Na+:40].[O-:41][C:42](=[O:43])[O-:44].[O:46]1[CH2:47][CH2:48][O:49][CH2:50][CH2:51]1.[OH2:45].[c:1]1([S:7](=[O:8])(=[O:9])[N:10]2[C:11](=[O:25])[N:12]([CH:22]([CH3:23])[CH3:24])[CH:13]([c:15]3[cH:16][c:17]([Br:21])[cH:18][cH:19][cH:20]3)[CH2:14]2)[cH:2][cH:3][cH:4][cH:5][cH:6]1>>[c:1]1([S:7](=[O:8])(=[O:9])[N:10]2[C:11](=[O:25])[N:12]([CH:22]([CH3:23])[CH3:24])[CH:13]([c:15]3[cH:16][c:17](-[c:29]4[cH:30][c:31]([S:35](=[O:36])(=[O:37])[NH2:38])[cH:32][cH:33][cH:34]4)[cH:18][cH:19][cH:20]3)[CH2:14]2)[cH:2][cH:3][cH:4][cH:5][cH:6]1. Starting materials: C1COCCO1, NC1CCCCC1N, I[Cu]I, Clc1ccc(Oc2ccc(I)cc2)cc1, [K+], [K+], [K+], O=P([O-])([O-])[O-], O=C1CCC(c2ccccc2)N1. The product is O=C1CCC(c2ccccc2)N1c1ccc(Oc2ccc(Cl)cc2)cc1. As a reaction SMILES: [CH2:47]1[O:48][CH2:49][CH2:50][O:51][CH2:52]1.[CH:36]1([NH2:37])[CH2:38][CH2:39][CH2:40][CH2:41][CH:42]1[NH2:43].[Cu:44]([I:45])[I:46].[I:13][c:14]1[cH:15][cH:16][c:17]([O:18][c:19]2[cH:20][cH:21][c:22]([Cl:25])[cH:23][cH:24]2)[cH:26][cH:27]1.[K+:33].[K+:34].[K+:35].[P:28]([O-:29])([O-:30])([O-:31])=[O:32].[c:1]1([CH:7]2[CH2:8][CH2:9][C:10](=[O:12])[NH:11]2)[cH:2][cH:3][cH:4][cH:5][cH:6]1>>[c:1]1([CH:7]2[CH2:8][CH2:9][C:10](=[O:12])[N:11]2[c:14]2[cH:15][cH:16][c:17]([O:18][c:19]3[cH:20][cH:21][c:22]([Cl:25])[cH:23][cH:24]3)[cH:26][cH:27]2)[cH:2][cH:3][cH:4][cH:5][cH:6]1.